The task is: describe an organic reaction: reactants, conditions, products, and yield. This data is from the Open Reaction Database (ORD), a public repository of structured organic reaction records. As a reaction SMILES: [C:28](=[O:29])([O-:30])[O-:31].[CH3:35][c:36]1[cH:37][cH:38][cH:39][cH:40][cH:41]1.[F:11][C:12]([c:13]1[cH:14][c:15]([B:23]([OH:24])[OH:25])[cH:16][c:17]([C:19]([F:20])([F:21])[F:22])[cH:18]1)([F:26])[F:27].[K+:32].[K+:33].[NH2:1][c:2]1[n:3][cH:4][c:5]([Br:10])[n:6][c:7]1[C:8]#[N:9].[OH2:34].[cH:42]1[cH:43][cH:44][c:45]([P:46]([Pd:47]([P:48]([c:49]2[cH:50][cH:51][cH:52][cH:53][cH:54]2)([c:55]2[cH:56][cH:57][cH:58][cH:59][cH:60]2)[c:61]2[cH:62][cH:63][cH:64][cH:65][cH:66]2)([P:67]([c:68]2[cH:69][cH:70][cH:71][cH:72][cH:73]2)([c:74]2[cH:75][cH:76][cH:77][cH:78][cH:79]2)[c:80]2[cH:81][cH:82][cH:83][cH:84][cH:85]2)[P:86]([c:87]2[cH:88][cH:89][cH:90][cH:91][cH:92]2)([c:93]2[cH:94][cH:95][cH:96][cH:97][cH:98]2)[c:99]2[cH:100][cH:101][cH:102][cH:103][cH:104]2)([c:105]2[cH:106][cH:107][cH:108][cH:109][cH:110]2)[c:111]2[cH:112][cH:113][cH:114][cH:115][cH:116]2)[cH:117][cH:118]1>>[NH2:1][c:2]1[n:3][cH:4][c:5](-[c:15]2[cH:14][c:13]([C:12]([F:11])([F:26])[F:27])[cH:18][c:17]([C:19]([F:20])([F:21])[F:22])[cH:16]2)[n:6][c:7]1[C:8]#[N:9]. Yields the product N#Cc1nc(-c2cc(C(F)(F)F)cc(C(F)(F)F)c2)cnc1N. The reactants are O=C([O-])[O-], Cc1ccccc1, OB(O)c1cc(C(F)(F)F)cc(C(F)(F)F)c1, [K+], [K+], N#Cc1nc(Br)cnc1N, O, c1ccc(P(c2ccccc2)(c2ccccc2)[Pd](P(c2ccccc2)(c2ccccc2)c2ccccc2)(P(c2ccccc2)(c2ccccc2)c2ccccc2)P(c2ccccc2)(c2ccccc2)c2ccccc2)cc1. The product is CC(CC=NCCC(C)C)C (3-methylbutylidene-3-methylbutylamine). Starting materials: N (ammonia), CC(CC=O)C (3-methylbutanal), chromium (3)-oxide, N (ammonia). Procedure details: 1000 g 3-methylbutanal are reacted in the presence of 100 g of a commercially available nickel containing carrier catalyst (containing about 52 to 53% by weight nickel and employing chromium (3)-oxide as activator) at 110° C with a mixture of ammonia and hydrogen (volume ratio 1:1) in a flask equipped as described in Example 1. The velocity of the gases is 160 l/h. Altogether, 240 l ammonia and 240 l hydrogen are introduced into the catalyst suspension over a reaction time of 3 hours. After term... Reagents/catalysts: [Ni] (nickel), [Ni] (nickel). RXN SMILES: [CH3:1][CH:2]([CH3:6])[CH2:3][CH:4]=O.[NH3:7]>[Ni].[H][H]>[CH3:1][CH:2]([CH3:6])[CH2:3][CH:4]=[N:7][CH2:4][CH2:3][CH:2]([CH3:6])[CH3:1]. Solvent: [H][H] (hydrogen), [H][H] (hydrogen). Reactants: ClCCl, CNOC, Cc1ccccc1, CN(C)c1ccncc1, O=C(Cl)C(=O)Cl, Cl, O=C(O)c1ccoc1, c1ccncc1. Yields the product CON(C)C(=O)c1ccoc1. RXN SMILES: [CH2:42]([Cl:43])[Cl:44].[CH3:16][NH:17][O:18][CH3:19].[CH3:20][c:21]1[cH:22][cH:23][cH:24][cH:25][cH:26]1.[CH3:27][N:28]([CH3:29])[c:30]1[cH:31][cH:32][n:33][cH:34][cH:35]1.[Cl:9][C:10]([C:11]([Cl:12])=[O:13])=[O:14].[ClH:15].[OH:1][C:2](=[O:3])[c:4]1[cH:5][cH:6][o:7][cH:8]1.[cH:36]1[cH:37][cH:38][n:39][cH:40][cH:41]1>>[C:2](=[O:3])([c:4]1[cH:5][cH:6][o:7][cH:8]1)[N:17]([CH3:16])[O:18][CH3:19]. Reactants: ClC1=CC=2C3(C4=CC(=CC=C4C(C2C=C1)C3)Cl)C(=O)OC (methyl 2,7-dichloro-9,10-dihydro-9,10-methano-9-anthracenecarboxylate), O.[OH-].[Li+] (lithium hydroxide monohydrate). Procedure: To a solution of methyl 2,7-dichloro-9,10-dihydro-9,10-methano-9-anthracenecarboxylate (described in example 35d) (3.25 g, 10.2 mmol) in tetrahydrofuran/methanol (1:1, 70 mL) was added an aqueous solution (35 mL) of lithium hydroxide monohydrate (4.28 g, 102 mmol, 10 eq). A slight exotherm occurred on addition. The reaction was stirred vigorously for 18 h at room temperature over which time a cloudiness develops. The solvents are removed and replaced with 3N HCl (50 mL) saturated with sodium chl... The solvent is O1CCCC1.CO (tetrahydrofuran methanol). Reaction conditions: time 18 hour. Yields the product ClC1=CC=2C3(C4=CC(=CC=C4C(C2C=C1)C3)Cl)C(=O)O (2,7-Dichloro-9,10-dihydro-9,10-methano-9-anthracenecarboxylic acid). As a reaction SMILES: [Cl:1][C:2]1[CH:15]=[CH:14][C:13]2[CH:12]3[CH2:16][C:5]([C:18]([O:20]C)=[O:19])([C:6]4[C:11]3=[CH:10][CH:9]=[C:8]([Cl:17])[CH:7]=4)[C:4]=2[CH:3]=1.O.[OH-].[Li+]>O1CCCC1.CO>[Cl:1][C:2]1[CH:15]=[CH:14][C:13]2[CH:12]3[CH2:16][C:5]([C:18]([OH:20])=[O:19])([C:6]4[C:11]3=[CH:10][CH:9]=[C:8]([Cl:17])[CH:7]=4)[C:4]=2[CH:3]=1 |f:1.2.3,4.5|. Reactants: FC(OC1=CC=C(C=C1)C(C)=O)(F)F (1-[4-(trifluoromethoxy)phenyl]ethanone), C(C)NN (ethylhydrazine), [H-].[Na+] (sodium hydride), C(C(=O)OCC)(=O)OCC (diethyl oxalate). Product: C(C)N1N=C(C=C1C(=O)OCC)C1=CC=C(C=C1)OC(F)(F)F (ethyl 1-ethyl-3-[4-(trifluoromethoxy)phenyl]-1H-pyrazole-5-carboxylate). Yield: 92.0%. Procedure details: Using 1-[4-(trifluoromethoxy)phenyl]ethanone (13.0 g), sodium hydride (60%, oily, 2.8 g), diethyl oxalate (8.7 mL) and ethylhydrazine (4.2 g) and in the same manner as in Example 56(1), the title object compound (19.4 g, 92%) was obtained as an oil. Reaction SMILES: [F:1][C:2]([F:14])([F:13])[O:3][C:4]1[CH:9]=[CH:8][C:7]([C:10](=O)[CH3:11])=[CH:6][CH:5]=1.[H-].[Na+].[C:17]([O:24][CH2:25][CH3:26])(=[O:23])[C:18](OCC)=O.[CH2:27]([NH:29][NH2:30])[CH3:28]>>[CH2:27]([N:29]1[C:18]([C:17]([O:24][CH2:25][CH3:26])=[O:23])=[CH:11][C:10]([C:7]2[CH:8]=[CH:9][C:4]([O:3][C:2]([F:14])([F:13])[F:1])=[CH:5][CH:6]=2)=[N:30]1)[CH3:28] |f:1.2|. The reactants are CCOC(=O)C(CCBr)Cc1ccccc1, CN(C)C=O, Cc1cccc2nc(COc3ccc(Cl)cc3)[nH]c12, [H-], [Na+], O. Product: CCOC(=O)C(CCn1c(COc2ccc(Cl)cc2)nc2c(C)cccc21)Cc1ccccc1. As a reaction SMILES: [CH2:22]([CH3:23])[O:24][C:25](=[O:26])[CH:27]([CH2:28][CH2:29][Br:30])[CH2:31][c:32]1[cH:33][cH:34][cH:35][cH:36][cH:37]1.[CH3:39][N:40]([CH3:41])[CH:42]=[O:43].[Cl:3][c:4]1[cH:5][cH:6][c:7]([O:8][CH2:9][c:10]2[nH:11][c:12]3[c:13]([n:14]2)[cH:15][cH:16][cH:17][c:18]3[CH3:19])[cH:20][cH:21]1.[H-:1].[Na+:2].[OH2:38]>>[Cl:3][c:4]1[cH:5][cH:6][c:7]([O:8][CH2:9][c:10]2[n:11][c:12]3[c:13]([n:14]2[CH2:29][CH2:28][CH:27]([C:25]([O:24][CH2:22][CH3:23])=[O:26])[CH2:31][c:32]2[cH:33][cH:34][cH:35][cH:36][cH:37]2)[cH:15][cH:16][cH:17][c:18]3[CH3:19])[cH:20][cH:21]1. The reactants are O.[OH-].[Li+] (Lithium hydroxide hydrate), C(C)OC(=O)[C@]1([C@@H]2C=C[C@]([C@H]12)(C(=O)OCC1=CC=CC=C1)N)F ((1R,2S,5R,6R)-2-amino-6-fluoro-bicyclo[3.1.0]hex-3-ene-2,6-dicarboxylic acid 2-benzyl ester 6-ethyl ester). The solvent is O1CCCC1 (tetrahydrofuran), O (water). Run at time 2 hour. The product is aqueous solution, N[C@@]1([C@@H]2[C@]([C@@H]2C=C1)(C(=O)O)F)C(=O)O ((1R,2S,5R,6R)-2-amino-6-fluoro-bicyclo[3.1.0]hex-3-ene-2,6-dicarboxylic acid). Isolated yield 42.3%. As a reaction SMILES: O.[OH-].[Li+].C([O:6][C:7]([C@:9]1([F:26])[C@@H:14]2[C@H:10]1[CH:11]=[CH:12][C@@:13]2([NH2:25])[C:15]([O:17]CC1C=CC=CC=1)=[O:16])=[O:8])C>O.O1CCCC1>[NH2:25][C@@:13]1([C:15]([OH:17])=[O:16])[CH:12]=[CH:11][C@@H:10]2[C@H:14]1[C@@:9]2([F:26])[C:7]([OH:8])=[O:6] |f:0.1.2|. Procedure details: Lithium hydroxide hydrate, in an amount of 25 mg, dissolved in 5 mL of water was added to 90 mg of (1R,2S,5R,6R)-2-amino-6-fluoro-bicyclo[3.1.0]hex-3-ene-2,6-dicarboxylic acid 2-benzyl ester 6-ethyl ester dissolved in 2 mL of tetrahydrofuran, and the mixture was stirred for 2 hours at room temperature. The solvent was concentrated under reduced pressure. The residue was purified by ion exchange resin (AG 50W-X8 Resin (H type), eluent: water, a 50% aqueous solution of tetrahydrofuran, and a 10% a... Starting materials: O=C([O-])[O-], O=C1CCCN1CCCCl, [Cs+], [Cs+], COC(=O)c1ccc(CCC(C=Cc2cc(F)ccc2O)CCc2ccc(C(=O)OC)cc2)cc1, CN(C)C=O. Yields the product COC(=O)c1ccc(CCC(C=Cc2cc(F)ccc2OCCCN2CCCC2=O)CCc2ccc(C(=O)OC)cc2)cc1. As a reaction SMILES: [C:11](=[O:12])([O-:13])[O-:14].[Cl:1][CH2:2][CH2:3][CH2:4][N:5]1[C:6](=[O:10])[CH2:7][CH2:8][CH2:9]1.[Cs+:15].[Cs+:16].[F:17][c:18]1[cH:19][cH:20][c:21]([OH:51])[c:22]([CH:24]=[CH:25][CH:26]([CH2:27][CH2:28][c:29]2[cH:30][cH:31][c:32]([C:33](=[O:34])[O:35][CH3:36])[cH:37][cH:38]2)[CH2:39][CH2:40][c:41]2[cH:42][cH:43][c:44]([C:47](=[O:48])[O:49][CH3:50])[cH:45][cH:46]2)[cH:23]1.[O:52]=[CH:53][N:54]([CH3:55])[CH3:56]>>[CH2:2]([CH2:3][CH2:4][N:5]1[C:6](=[O:10])[CH2:7][CH2:8][CH2:9]1)[O:51][c:21]1[cH:20][cH:19][c:18]([F:17])[cH:23][c:22]1[CH:24]=[CH:25][CH:26]([CH2:27][CH2:28][c:29]1[cH:30][cH:31][c:32]([C:33](=[O:34])[O:35][CH3:36])[cH:37][cH:38]1)[CH2:39][CH2:40][c:41]1[cH:42][cH:43][c:44]([C:47](=[O:48])[O:49][CH3:50])[cH:45][cH:46]1.